This data is from the Open Reaction Database (ORD), a public repository of structured organic reaction records. The task is: describe an organic reaction: reactants, conditions, products, and yield The reactants are C(C1=CC=CC=C1)Br (benzyl bromide), [H-].[Na+] (sodium hydride), C(C1=CC=CC=C1)Br (benzyl bromide), [H-].[Na+] (sodium hydride), C(C)(C)(C)OC(=O)N1C(OC[C@@H]1[C@H]([C@H](CC1=CC(=CC=C1)O)N)O)(C)C (4-(R)-[2-(S)-amino-1-(S)-hydroxy-3-(3-hydroxyphenyl)-propyl]-2,2-dimethyloxazolidine-3-carboxylic acid tert-butyl ester). The reagents and catalysts are CCCCCCCC[N+](C)(CCCCCCCC)CCCCCCCC.[Cl-] (tricaprylmethylammonium chloride), [Br-].C(CCC)[N+](CCCC)(CCCC)CCCC (tetrabutylammonium bromide). Run in C(C)(=O)OCC (ethyl acetate), O1CCCC1 (tetrahydrofuran), O1CCCC1 (tetrahydrofuran). Conditions: time 10 minute. Yields the product C(C)(C)(C)OC(=O)N1C(OC[C@@H]1[C@H]([C@H](CC1=CC(=CC=C1)OCC1=CC=CC=C1)N(CC1=CC=CC=C1)CC1=CC=CC=C1)OCC1=CC=CC=C1)(C)C (4-(R)-[1-(S)-benzyloxy-3-(3-benzyloxyphenyl)-2-(S)-dibenzylaminopropyl]-2,2-dimethyloxazolidine-3-carboxylic acid tert-butyl ester), residue. The yield is 49.0%. As a reaction SMILES: [C:1]([O:5][C:6]([N:8]1[C@@H:12]([C@@H:13]([OH:24])[C@@H:14]([NH2:23])[CH2:15][C:16]2[CH:21]=[CH:20][CH:19]=[C:18]([OH:22])[CH:17]=2)[CH2:11][O:10][C:9]1([CH3:26])[CH3:25])=[O:7])([CH3:4])([CH3:3])[CH3:2].[H-].[Na+].[CH2:29](Br)[C:30]1[CH:35]=[CH:34][CH:33]=[CH:32][CH:31]=1>CCCCCCCC[N+](CCCCCCCC)(CCCCCCCC)C.[Cl-].[Br-].C([N+](CCCC)(CCCC)CCCC)CCC.O1CCCC1.C(OCC)(=O)C>[C:1]([O:5][C:6]([N:8]1[C@@H:12]([C@@H:13]([O:24][CH2:15][C:16]2[CH:21]=[CH:20][CH:19]=[CH:18][CH:17]=2)[C@@H:14]([N:23]([CH2:29][C:30]2[CH:35]=[CH:34][CH:33]=[CH:32][CH:31]=2)[CH2:29][C:30]2[CH:35]=[CH:34][CH:33]=[CH:32][CH:31]=2)[CH2:15][C:16]2[CH:21]=[CH:20][CH:19]=[C:18]([O:22][CH2:29][C:30]3[CH:35]=[CH:34][CH:33]=[CH:32][CH:31]=3)[CH:17]=2)[CH2:11][O:10][C:9]1([CH3:26])[CH3:25])=[O:7])([CH3:4])([CH3:2])[CH3:3] |f:1.2,4.5,6.7|. Procedure: Add tricaprylmethylammonium chloride (Aliquat® 336) (4.5 g, 11.2 mmol) and tetrabutylammonium bromide (TBAB) (5.7 g, 15.7 mmol) to a solution of 4-(R)-[2-(S)-amino-1-(S)-hydroxy-3-(3-hydroxyphenyl)-propyl]-2,2-dimethyloxazolidine-3-carboxylic acid tert-butyl ester (16.45 g, crude) in tetrahydrofuran (200 mL). Add portionwise 95% sodium hydride (2.6 g, 90 mmol) and stir for 10 minutes. Add benzyl bromide (13.4 mL, 112.5 mmol) and heat at 60° C. for 40 minutes and concentrate. Add more 95% sodium ... Reactants: NC1=NC(=NC=2NC(C(=NC12)C)=O)SCC1=C(C(=CC=C1)F)F (4-Amino-2-[[(2,3-difluorophenyl)methyl]thio]-6-methyl-7(8H)-pteridinone), C(Br)(Br)Br (bromoform). The product is BrC1=NC(=NC=2NC(C(=NC12)C)=O)SCC1=C(C(=CC=C1)F)F (4-Bromo-2-[[(2,3-difluorophenyl)methyl]thio]-6-methyl-7(8H)-pteridinone). Reaction SMILES: N[C:2]1[C:11]2[N:10]=[C:9]([CH3:12])[C:8](=[O:13])[NH:7][C:6]=2[N:5]=[C:4]([S:14][CH2:15][C:16]2[CH:21]=[CH:20][CH:19]=[C:18]([F:22])[C:17]=2[F:23])[N:3]=1.C(Br)(Br)[Br:25]>>[Br:25][C:2]1[C:11]2[N:10]=[C:9]([CH3:12])[C:8](=[O:13])[NH:7][C:6]=2[N:5]=[C:4]([S:14][CH2:15][C:16]2[CH:21]=[CH:20][CH:19]=[C:18]([F:22])[C:17]=2[F:23])[N:3]=1. Reported procedure: The sub-titled compound was prepared from the product of example 35, step (a) (1.5 g) and bromoform (30 ml) using the method of Example 3, step (b).